From a dataset of the Open Reaction Database (ORD), a public repository of structured organic reaction records. describe an organic reaction: reactants, conditions, products, and yield Reactants: CC(C)(C)OC(=O)N1CCC(n2c(=O)[nH]c3ccccc32)CC1, CCOC(=O)Cl, [H-], [Na+], C1CCOC1. Product: CCOC(=O)n1c(=O)n(C2CCN(C(=O)OC(C)(C)C)CC2)c2ccccc21. RXN SMILES: [C:3]([CH3:4])([CH3:5])([CH3:6])[O:7][C:8](=[O:9])[N:10]1[CH2:11][CH2:12][CH:13]([n:16]2[c:17](=[O:25])[nH:18][c:19]3[c:20]2[cH:21][cH:22][cH:23][cH:24]3)[CH2:14][CH2:15]1.[CH2:26]([CH3:27])[O:28][C:29](=[O:30])[Cl:31].[H-:1].[Na+:2].[O:32]1[CH2:33][CH2:34][CH2:35][CH2:36]1>>[C:3]([CH3:4])([CH3:5])([CH3:6])[O:7][C:8](=[O:9])[N:10]1[CH2:11][CH2:12][CH:13]([n:16]2[c:17](=[O:25])[n:18]([C:29]([O:28][CH2:26][CH3:27])=[O:30])[c:19]3[c:20]2[cH:21][cH:22][cH:23][cH:24]3)[CH2:14][CH2:15]1. Reactants: C(=O)C1=CNC2=NC=CC=C12 (3-formyl-7-azaindoie), N1C(CC2=CC(=CC=C12)S(=O)(=O)O)=O (2-oxindole-5-sulfonic acid), ice water. Run in C(C)O (ethanol). Product: N1C=C(C2=CC=CN=C12)C=C1C(NC2=CC=C(C=C12)S(=O)(=O)O)=O (3-[(7-azaindol-3-yl)methylene]-2-oxindole-5-sulfonic acid). Isolated yield 70.0%. As a reaction SMILES: [CH:1]([C:3]1[C:11]2[C:6](=[N:7][CH:8]=[CH:9][CH:10]=2)[NH:5][CH:4]=1)=O.[NH:12]1[C:20]2[C:15](=[CH:16][C:17]([S:21]([OH:24])(=[O:23])=[O:22])=[CH:18][CH:19]=2)[CH2:14][C:13]1=[O:25]>C(O)C>[NH:5]1[C:6]2[C:11](=[CH:10][CH:9]=[CH:8][N:7]=2)[C:3]([CH:1]=[C:14]2[C:15]3[C:20](=[CH:19][CH:18]=[C:17]([S:21]([OH:24])(=[O:22])=[O:23])[CH:16]=3)[NH:12][C:13]2=[O:25])=[CH:4]1. Procedure details: A solution of 3-formyl-7-azaindoie (1.46 g, 0.010 mol) and 2-oxindole-5-sulfonic acid (2.55 g, 0.012 mol) in absolute ethanol (10 ml) was heated to reflux for 1 h. The reaction mixture was chilled with ice water, the precipitate filtered, the residue washed with ice-cooled ethanol and dried under vacuum. Almost pure titie compound was obtained in about 70% yield (2.389 g). Reactants: C(C)(C)(C)C1=CC=C(CN2C=CC3=CC(=CC=C23)N)C=C1 (1-(4-tert-butylbenzyl)-1H-indol-5-amine), C(C)OC(C1=CC(=CC=C1)N=C=O)=O (3-isocyanato-benzoic acid ethyl ester). Product: C(C)(C)(C)C1=CC=C(CN2C=CC3=CC(=CC=C23)NC(=O)NC=2C=C(C(=O)O)C=CC2)C=C1 (3-[({[1-(4-tert-Butylbenzyl)-1H-indol-5-yl]amino}carbonyl)amino]benzoic acid). Reaction SMILES: [C:1]([C:5]1[CH:21]=[CH:20][C:8]([CH2:9][N:10]2[C:18]3[C:13](=[CH:14][C:15]([NH2:19])=[CH:16][CH:17]=3)[CH:12]=[CH:11]2)=[CH:7][CH:6]=1)([CH3:4])([CH3:3])[CH3:2].C([O:24][C:25](=[O:35])[C:26]1[CH:31]=[CH:30][CH:29]=[C:28]([N:32]=[C:33]=[O:34])[CH:27]=1)C>>[C:1]([C:5]1[CH:21]=[CH:20][C:8]([CH2:9][N:10]2[C:18]3[C:13](=[CH:14][C:15]([NH:19][C:33]([NH:32][C:28]4[CH:27]=[C:26]([CH:31]=[CH:30][CH:29]=4)[C:25]([OH:35])=[O:24])=[O:34])=[CH:16][CH:17]=3)[CH:12]=[CH:11]2)=[CH:7][CH:6]=1)([CH3:4])([CH3:2])[CH3:3]. Reported procedure: The title compound was prepared from 1-(4-tert-butylbenzyl)-1H-indol-5-amine and 3-isocyanato-benzoic acid ethyl ester following the procedure of Example 5: MS (ESI) m/z 442.